Dataset: the Open Reaction Database (ORD), a public repository of structured organic reaction records. Task: describe an organic reaction: reactants, conditions, products, and yield The reactants are C(C1=CC=CC=C1)OC(=O)C1=C(NC2=CC=C(C=C12)CNC(=O)OC(C)(C)C)C (5-(tert-butoxycarbonylamino-methyl)-2-methyl-1H-indole-3-carboxylic acid benzyl ester), Cl (hydrogen chloride), O1CCOCC1 (dioxane). The solvent is C(Cl)Cl (methylene chloride). Conditions: time 1 hour. The product is Cl.C(C1=CC=CC=C1)OC(=O)C1=C(NC2=CC=C(C=C12)CN)C (5-Aminomethyl-2-methyl-1H-indole-3-carboxylic acid benzyl ester, hydrochloride). The yield is 63.0%. RXN SMILES: [CH2:1]([O:8][C:9]([C:11]1[C:19]2[C:14](=[CH:15][CH:16]=[C:17]([CH2:20][NH:21]C(OC(C)(C)C)=O)[CH:18]=2)[NH:13][C:12]=1[CH3:29])=[O:10])[C:2]1[CH:7]=[CH:6][CH:5]=[CH:4][CH:3]=1.[ClH:30].O1CCOCC1>C(Cl)Cl>[ClH:30].[CH2:1]([O:8][C:9]([C:11]1[C:19]2[C:14](=[CH:15][CH:16]=[C:17]([CH2:20][NH2:21])[CH:18]=2)[NH:13][C:12]=1[CH3:29])=[O:10])[C:2]1[CH:3]=[CH:4][CH:5]=[CH:6][CH:7]=1 |f:4.5|. Procedure details: To a solution of 5-(tert-butoxycarbonylamino-methyl)-2-methyl-1H-indole-3-carboxylic acid benzyl ester (1.8 g, 4.6 mmol) in methylene chloride (10 μL) was added 4 M hydrogen chloride in dioxane (1.2 mL, 4.8 mmol). The mixture was stirred at room temperature for 1 hour and the formed solid was then filtered. The product was further purified by recrystallization (ethanol and methylene chloride) to give 950 mg (63%) of titled product as a beige solid: mp 260-261° C.; MS(APCI−): m/z 293.1 (M−H); Ana... The reactants are FC(C(=O)N(CC1CCNCC1)[C@H]1[C@@H](C1)C1=CC=CC=C1)(F)F (2,2,2-trifluoro-N-(trans-2-phenylcyclopropyl)-N-(piperidin-4-ylmethyl)acetamide), C(=O)C1=NC=C(C(=O)OC)C=C1 (methyl 6-formylnicotinate), C(C)(=O)O[BH-](OC(C)=O)OC(C)=O.[Na+] (sodium triacetoxyborohydride), [OH-].[Na+] (sodium hydroxide). Solvent: ClCCCl (1,2-dichloroethane), CO (methanol). Reaction conditions: time 18 hour. Yields the product C1(=CC=CC=C1)[C@H]1[C@@H](C1)NCC1CCN(CC1)CC1=NC=C(C(=O)O)C=C1 (6-((4-((((trans)-2-Phenylcyclopropyl)amino)methyl)piperidin-1-yl)methyl)nicotinic acid). The yield is 75.6%. RXN SMILES: FC(F)(F)C([N:5]([C@@H:13]1[CH2:15][C@H:14]1[C:16]1[CH:21]=[CH:20][CH:19]=[CH:18][CH:17]=1)[CH2:6][CH:7]1[CH2:12][CH2:11][NH:10][CH2:9][CH2:8]1)=O.[CH:24]([C:26]1[CH:35]=[CH:34][C:29]([C:30]([O:32]C)=[O:31])=[CH:28][N:27]=1)=O.C(O[BH-](OC(=O)C)OC(=O)C)(=O)C.[Na+].[OH-].[Na+]>ClCCCl.CO>[C:16]1([C@@H:14]2[CH2:15][C@H:13]2[NH:5][CH2:6][CH:7]2[CH2:8][CH2:9][N:10]([CH2:24][C:26]3[CH:35]=[CH:34][C:29]([C:30]([OH:32])=[O:31])=[CH:28][N:27]=3)[CH2:11][CH2:12]2)[CH:17]=[CH:18][CH:19]=[CH:20][CH:21]=1 |f:2.3,4.5|. Procedure: To a solution 2,2,2-trifluoro-N-(trans-2-phenylcyclopropyl)-N-(piperidin-4-ylmethyl)acetamide (130 mg, 0.398 mmol) in 1,2-dichloroethane (DCE) (2 mL) were added methyl 6-formylnicotinate (86 mg, 0.518 mmol) and sodium triacetoxyborohydride (127 mg, 0.598 mmol), and the reaction mixture was stirred at room temperature for 18 h. The mixture was quenched with water (2 mL) and extracted with DCM (3×). The extract was dried (Na2SO4) and concentrated to give a crude product. The product was dissolved ...